Dataset: the Open Reaction Database (ORD), a public repository of structured organic reaction records. Task: describe an organic reaction: reactants, conditions, products, and yield The reactants are CCOC(=O)C(C)(C)Br, O=C(Cl)c1ccccc1Cl, O=S(=O)(O)O, [Zn]. Product: CCOC(=O)C(C)(C)C(=O)c1ccccc1Cl. Reaction SMILES: [Br:11][C:12]([C:13](=[O:14])[O:15][CH2:16][CH3:17])([CH3:18])[CH3:19].[Cl:1][C:2](=[O:3])[c:4]1[cH:5][cH:6][cH:7][cH:8][c:9]1[Cl:10].[S:20](=[O:21])(=[O:22])([OH:23])[OH:24].[Zn:25]>>[C:2](=[O:3])([c:4]1[cH:5][cH:6][cH:7][cH:8][c:9]1[Cl:10])[C:12]([C:13](=[O:14])[O:15][CH2:16][CH3:17])([CH3:18])[CH3:19]. Starting materials: C1CC(=O)N(C1=O)Br (NBS), ClC=1C(=CC(=C(C#N)C1)C)[N+](=O)[O-] (5-chloro-4-nitro-2-methylbenzonitrile), C1CC(=O)N(C1=O)Br (NBS). Reagents/catalysts: C(C1=CC=CC=C1)(=O)OOC(C1=CC=CC=C1)=O (benzoyl peroxide), C(C1=CC=CC=C1)(=O)OOC(C1=CC=CC=C1)=O (benzoyl peroxide). Run in ClC1=CC=CC=C1 (chlorobenzene). Run at temperature 130 celsius. Product: BrCC1=C(C#N)C=C(C(=C1)[N+](=O)[O-])Cl (2-bromomethyl-5-chloro-4-nitrobenzonitrile). Yield: 108.9%. Reaction SMILES: [Cl:1][C:2]1[C:3]([N+:11]([O-:13])=[O:12])=[CH:4][C:5]([CH3:10])=[C:6]([CH:9]=1)[C:7]#[N:8].C1C(=O)N([Br:21])C(=O)C1>ClC1C=CC=CC=1.C(OOC(=O)C1C=CC=CC=1)(=O)C1C=CC=CC=1>[Br:21][CH2:10][C:5]1[CH:4]=[C:3]([N+:11]([O-:13])=[O:12])[C:2]([Cl:1])=[CH:9][C:6]=1[C:7]#[N:8]. Procedure details: A mixture of 5-chloro-4-nitro-2-methylbenzonitrile (32.0 g, 0.16 mol), NBS (54.0 g, 0.30 mol) and benzoyl peroxide (200 mg, catalytic amount) in chlorobenzene was heated at 130° C. and irradiated with a sunlamp for 15 h. More NBS (30.0 g, 0.17 mol) and benzoyl peroxide (200 mg) were added. The mixture was further reacted for 24 h. After cooling, the precipitate formed was filtered off and washed with CH2Cl2. The combined filtrates were washed with H2O (2×), dried over anhydrous MgSO4 and concent...